Dataset: the Open Reaction Database (ORD), a public repository of structured organic reaction records. Task: describe an organic reaction: reactants, conditions, products, and yield The reactants are BrC1=CC=C(C=C1)OC (p-Bromoanisole), COC(Cl)Cl (1,1-dichloromethyl methyl ether). The reagents and catalysts are [Ti](Cl)(Cl)(Cl)Cl (Titanium tetrachloride). Run in C(Cl)Cl (methylene chloride). Conditions: time 90 minute. The product is BrC=1C=CC(=C(C=O)C1)OC (5-bromo-2-methoxybenzaldehyde). Yield: 95.3%. Reaction SMILES: [Br:1][C:2]1[CH:7]=[CH:6][C:5]([O:8][CH3:9])=[CH:4][CH:3]=1.[CH3:10][O:11]C(Cl)Cl>[Ti](Cl)(Cl)(Cl)Cl.C(Cl)Cl>[Br:1][C:2]1[CH:7]=[CH:6][C:5]([O:8][CH3:9])=[C:4]([CH:3]=1)[CH:10]=[O:11]. Procedure: p-Bromoanisole (15 g., 0.08 mole) in 350 ml. of methylene chloride was cooled to 0° C. Titanium tetrachloride (30 g., 17.4 ml., 0.16 mole) was added dropwise. After 10 minutes 1,1-dichloromethyl methyl ether (12.7 g., 0.088 mole) was added dropwise and the reaction stirred for 90 minutes at 0°-10° C., then quenched into excess saturated sodium bicarbonate and methylene chloride. The organic layer was separated and combined with a further methylene chloride extract of the aqueous phase. The combi... Reactants: 19b, C(C)(C)(C)OC([C@H]1N(CCC1)C(C(NNC#C)=C(C1=CC=CC=C1)C1=CC=CC=C1)=O)=O (benzhydrylidene aza-propargylglycinyl-proline tert-butyl ester), Cl.NO (hydroxylamine hydrochloride). Run in N1=CC=CC=C1 (pyridine). Yields the product C(C)(C)(C)OC([C@H]1N(CCC1)C(CNNC#C)=O)=O (Aza-propargylglycinyl-proline tert-butyl ester). Yield: 83.4%. As a reaction SMILES: [C:1]([O:5][C:6](=[O:32])[C@@H:7]1[CH2:11][CH2:10][CH2:9][N:8]1[C:12](=[O:31])[C:13](=C(C1C=CC=CC=1)C1C=CC=CC=1)[NH:14][NH:15][C:16]#[CH:17])([CH3:4])([CH3:3])[CH3:2].Cl.NO>N1C=CC=CC=1>[C:1]([O:5][C:6](=[O:32])[C@@H:7]1[CH2:11][CH2:10][CH2:9][N:8]1[C:12](=[O:31])[CH2:13][NH:14][NH:15][C:16]#[CH:17])([CH3:2])([CH3:4])[CH3:3] |f:1.2|. Procedure: As reported for the synthesis of 19b in reference 46, benzhydrylidene aza-propargylglycinyl-proline tert-butyl ester 18a (100 mg, 0.23 mmol) was stirred with hydroxylamine hydrochloride (29 mg, 0.42 mmol) in 20 mL of pyridine overnight at 60° C. The volatiles were removed by rotary evaporation followed by co-evaporation with dichloromethane and ethyl acetate until solidification. Purification by flash chromatography on silica gel using a 1:1 mixture of ethyl acetate in hexane afforded amine 19a ... Solvent: C1=CC=CC=C1 (benzene). The reagents and catalysts are C(C1=CC=CC=C1)(=O)OOC(C1=CC=CC=C1)=O (dibenzoylperoxide). Product: ClC1=C(C(=O)C2=CC=C(CBr)C=C2)C(=CC=C1)Cl (4-(2,6-dichlorobenzoyl)benzyl bromide). Reactants: ClC1=C(C(=O)C2=CC=C(C=C2)C)C(=CC=C1)Cl (4-(2,6-dichlorobenzoyl)toluene), BrN1C(CCC1=O)=O (N-bromosuccinimide). Isolated yield 48.2%. RXN SMILES: [Cl:1][C:2]1[CH:16]=[CH:15][CH:14]=[C:13]([Cl:17])[C:3]=1[C:4]([C:6]1[CH:11]=[CH:10][C:9]([CH3:12])=[CH:8][CH:7]=1)=[O:5].[Br:18]N1C(=O)CCC1=O>C1C=CC=CC=1.C(OOC(=O)C1C=CC=CC=1)(=O)C1C=CC=CC=1>[Cl:1][C:2]1[CH:16]=[CH:15][CH:14]=[C:13]([Cl:17])[C:3]=1[C:4]([C:6]1[CH:7]=[CH:8][C:9]([CH2:12][Br:18])=[CH:10][CH:11]=1)=[O:5]. Procedure: A refluxing mixture of 4-(2,6-dichlorobenzoyl)toluene (12.0 g, 45.2 mmol) and dibenzoylperoxide (90 mg, 0.37 mmol) in benzene (450 ml) was treated in portions with N-bromosuccinimide (8.83 g, 49.6 mmol), refluxed 1.5 hours, cooled, and evaporated to dryness under vacuum. The residue was triturated with diethyl ether (300 ml), filtered, and the filtrate was evaporated to dryness under vacuum. The crude product was chromatographed on a column of silica gel (700 g) eluted with 97:3 (v/v) hexaneethy... The yield is 98.1%. The product is CO[C@@H]1[C@@H](C[C@H](O)O[C@H]1C)NC(C(F)(F)F)=O (4-O-methyl-2,3,6-trideoxy-3-trifluoroacetamido-α-L-ribohexopyranose). As a reaction SMILES: [CH3:1][O:2][C@H:3]1[C@H:10]([CH3:11])[O:9][C@@H:6]([O:7]C)[CH2:5][C@H:4]1[NH:12][C:13](=[O:18])[C:14]([F:17])([F:16])[F:15].O>C(O)(=O)C>[CH3:1][O:2][C@H:3]1[C@H:10]([CH3:11])[O:9][C@@H:6]([OH:7])[CH2:5][C@H:4]1[NH:12][C:13](=[O:18])[C:14]([F:17])([F:16])[F:15]. Procedure: To a solution of 1.76 g; 6.5 mmol of compound VI in 35 ml of acetic acid there were added 140 ml of water. The solution was then heated at 100° C. for 1 hour. The solvent was then evaporated off and the residue was recrystallized from carbon tetrachloride to give 1.64 g (yield 98%) of 4-O-methyl-2,3,6-trideoxy-3-trifluoroacetamido-α-L-ribohexopyranose (VII); m.p. 113°-115° C.; [α]D23° =-61.5° (c=0.5 in CHCl3); mass spectrum; m/e 257 (M+). The p.m.r. spectrum showed absoption at: 1.27 (d, CH3 --C... Starting materials: CO[C@@H]1[C@@H](C[C@H](OC)O[C@H]1C)NC(C(F)(F)F)=O (methyl 4-O-methyl-2,3,6-trideoxy-3-trifluoroacetamido-α-L-ribohexopyranoside), O (water). The solvent is C(C)(=O)O (acetic acid). Reaction conditions: temperature 100 celsius. The reactants are C(Cl)(Cl)Cl (CHCl3), [OH-].[Na+] (NaOH), C1CCOC1 (THF), ClC1=CC=C(C=C1)O (4-chloro phenol), C1(CCCCC1)=O (Cyclohexanone), Cl (HCl). Reaction conditions: time 15 minute. The product is ClC1=CC=C(OC2(CCCCC2)C(=O)O)C=C1 (1-(4-Chloro-phenoxy)-cyclohexanecarboxylic acid). As a reaction SMILES: [OH-:1].[Na+].[Cl:3][C:4]1[CH:9]=[CH:8][C:7]([OH:10])=[CH:6][CH:5]=1.[C:11]1(=O)[CH2:16][CH2:15][CH2:14][CH2:13][CH2:12]1.C(Cl)(Cl)Cl.Cl.C1[CH2:27][O:26]CC1>>[Cl:3][C:4]1[CH:9]=[CH:8][C:7]([O:10][C:11]2([C:27]([OH:26])=[O:1])[CH2:16][CH2:15][CH2:14][CH2:13][CH2:12]2)=[CH:6][CH:5]=1 |f:0.1|. Procedure details: To a suspension of NaOH (2.8 g, 70.02 mmol) in THF (10 ml) added 4-chloro phenol (1 g, 7.78 mmol) and stirred for 15 min at r.t. Reaction mixture was cooled to 0° C. Cyclohexanone (7.62 g, 77.8 mmol) was added, followed by drop wise addition of anhydrous CHCl3 (2.5 ml, 31.12 mmol) over a period of 15-20 min. The reaction mixture was stirred for 14-18 hr allowing the temperature to rise to room temperature. Reaction mixture was neutralized with (HCl, pH˜7) and was extracted with EtOAc (3×50 mL). ... Starting materials: Cc1ccc(O)c(Br)c1, CO, [I-], I, [K+], [NH4+], [OH-], O, Oc1ccccc1. Product: Cc1cc(Br)c(O)c(I)c1. As a reaction SMILES: [Br:1][c:2]1[c:3]([OH:9])[cH:4][cH:5][c:6]([CH3:8])[cH:7]1.[CH3:22][OH:23].[I-:13].[I:14].[K+:12].[NH4+:10].[OH-:11].[OH2:24].[OH:15][c:16]1[cH:17][cH:18][cH:19][cH:20][cH:21]1>>[Br:1][c:2]1[c:3]([OH:9])[c:4]([I:13])[cH:5][c:6]([CH3:8])[cH:7]1. Starting materials: [Cu]C#N (copper(I)cyanide), C(C1=CC=CC=C1)[Mg]Br (benzylmagnesium bromide), C(C)OC(C(C(=O)OCC)=CC=1C=NC(=CC1)NC(=O)OC(C)(C)C)=O (2-(6-tert-butoxycarbonylamino-pyridin-3-ylmethylene)-malonic acid diethyl ester), [Cl-].[NH4+] (ammonium chloride). Yield: 52.7%. Reaction conditions: time 8 hour. Run in C1CCOC1 (THF), C1CCOC1 (THF). The product is C(C)OC(C(C(=O)OCC)C(CC1=CC=CC=C1)C=1C=NC(=CC1)NC(=O)OC(C)(C)C)=O (2-[1-(6-tert-butoxycarbonylamino-pyridin-3-yl)-2-phenyl-ethyl]-malonic acid diethyl ester). As a reaction SMILES: [Cu]C#N.[CH2:4]([Mg]Br)[C:5]1[CH:10]=[CH:9][CH:8]=[CH:7][CH:6]=1.[CH2:13]([O:15][C:16](=[O:38])[C:17](=[CH:23][C:24]1[CH:25]=[N:26][C:27]([NH:30][C:31]([O:33][C:34]([CH3:37])([CH3:36])[CH3:35])=[O:32])=[CH:28][CH:29]=1)[C:18]([O:20][CH2:21][CH3:22])=[O:19])[CH3:14].[Cl-].[NH4+]>C1COCC1>[CH2:21]([O:20][C:18](=[O:19])[CH:17]([CH:23]([C:24]1[CH:25]=[N:26][C:27]([NH:30][C:31]([O:33][C:34]([CH3:35])([CH3:37])[CH3:36])=[O:32])=[CH:28][CH:29]=1)[CH2:4][C:5]1[CH:10]=[CH:9][CH:8]=[CH:7][CH:6]=1)[C:16]([O:15][CH2:13][CH3:14])=[O:38])[CH3:22] |f:3.4|. Procedure details: To a vigorously stirred suspensin of copper(I)cyanide (0.66 g, 7.32 mmol) in dry THF (5 mL) was added a solution of benzylmagnesium bromide (5 mL 2.93 M in ether, 14.64 mmol) at 0° C. under argon. The mixture was allowed to warm to room temperature, giving a dark brown solution. After 60 minutes a solution of 2-(6-tert-butoxycarbonylamino-pyridin-3-ylmethylene)-malonic acid diethyl ester (0.67 g, 1.83 mmol) in dry THF (4 mL) was added at 0° C. The mixture was stirred overnight at room temperatur... The reactants are FC1=NC=C(C=C1)Br (2-fluoro-5-bromopyridine), CN1CCNCC1 (1-methyl-piperazine). Run in C1CCOC1 (THF), CCOC(=O)C (EtOAc). The product is BrC=1C=CC(=NC1)N1CCN(CC1)C (1-(5-Bromo-pyridin-2-yl)-4-methyl-piperazine). Isolated yield 64.2%. RXN SMILES: F[C:2]1[CH:7]=[CH:6][C:5]([Br:8])=[CH:4][N:3]=1.[CH3:9][N:10]1[CH2:15][CH2:14][NH:13][CH2:12][CH2:11]1>C1COCC1.CCOC(C)=O>[Br:8][C:5]1[CH:6]=[CH:7][C:2]([N:13]2[CH2:14][CH2:15][N:10]([CH3:9])[CH2:11][CH2:12]2)=[N:3][CH:4]=1. Reported procedure: Heat 2-fluoro-5-bromopyridine (2.15 g, 12.22 mmol) with 1-methyl-piperazine (3.4 mL, 30.54 mmol) in THF (10 mL) in a microwave reactor at 120° C. for 45 min. Dilute with EtOAc (60 mL), then wash with NaHCO3 (2×30 mL) and brine (20 mL). Dry with Na2SO4, filter, and concentrate to give 2.01 g (64%) of the title compound. MS/ES m/z (79Br) 256 [M+H]+. Reactants: COC1=CC(=O)c2sc(C(=O)Nc3ccc(OC)cc3)nc2C1=O, CCO, Cc1nc2c(s1)C(=O)C=C(NCCCN(C)CCCN)C2=O. Yields the product COc1ccc(NC(=O)c2nc3c(s2)C(=O)C=C(NCCCN(C)CCCNC2=CC(=O)c4sc(C)nc4C2=O)C3=O)cc1. As a reaction SMILES: [CH3:23][O:24][C:25]1=[CH:26][C:27](=[O:46])[c:28]2[c:29]([n:30][c:31]([C:33](=[O:34])[NH:35][c:36]3[cH:37][cH:38][c:39]([O:42][CH3:43])[cH:40][cH:41]3)[s:32]2)[C:44]1=[O:45].[CH3:47][CH2:48][OH:49].[NH2:1][CH2:2][CH2:3][CH2:4][N:5]([CH2:6][CH2:7][CH2:8][NH:9][C:10]1=[CH:11][C:12](=[O:21])[c:13]2[c:14]([n:15][c:16]([CH3:18])[s:17]2)[C:19]1=[O:20])[CH3:22]>>[NH:1]([CH2:2][CH2:3][CH2:4][N:5]([CH2:6][CH2:7][CH2:8][NH:9][C:10]1=[CH:11][C:12](=[O:21])[c:13]2[c:14]([n:15][c:16]([CH3:18])[s:17]2)[C:19]1=[O:20])[CH3:22])[C:25]1=[CH:26][C:27](=[O:46])[c:28]2[c:29]([n:30][c:31]([C:33](=[O:34])[NH:35][c:36]3[cH:37][cH:38][c:39]([O:42][CH3:43])[cH:40][cH:41]3)[s:32]2)[C:44]1=[O:45]. Starting materials: CCO, COC(=O)CC1CC(c2cccc(Cl)c2)C(c2ccc(Cl)cc2)N(CC2CC2)C1=O, NN. The product is NNC(=O)CC1CC(c2cccc(Cl)c2)C(c2ccc(Cl)cc2)N(CC2CC2)C1=O. As a reaction SMILES: [CH3:33][CH2:34][OH:35].[Cl:1][c:2]1[cH:3][c:4]([CH:8]2[CH2:9][CH:10]([CH2:26][C:27](=[O:28])[O:29][CH3:30])[C:11](=[O:25])[N:12]([CH2:21][CH:22]3[CH2:23][CH2:24]3)[CH:13]2[c:14]2[cH:15][cH:16][c:17]([Cl:20])[cH:18][cH:19]2)[cH:5][cH:6][cH:7]1.[NH2:31][NH2:32]>>[Cl:1][c:2]1[cH:3][c:4]([CH:8]2[CH2:9][CH:10]([CH2:26][C:27](=[O:28])[NH:31][NH2:32])[C:11](=[O:25])[N:12]([CH2:21][CH:22]3[CH2:23][CH2:24]3)[CH:13]2[c:14]2[cH:15][cH:16][c:17]([Cl:20])[cH:18][cH:19]2)[cH:5][cH:6][cH:7]1.